This data is from the Open Reaction Database (ORD), a public repository of structured organic reaction records. The task is: describe an organic reaction: reactants, conditions, products, and yield The reactants are N(=O)OS(O)(=O)=O (Nitrosylsulfuric acid), FC(C1=CC(=C(N)C=C1)[N+](=O)[O-])(F)F (4-trifluoromethyl-2-nitroaniline), C(C)(C)(C1=CC=CC=C1)C1=C(C=CC(=C1)C(C)(C)CC(C)(C)C)O (2-cumyl-4-tert-octylphenol), S(O)(O)(=O)=O (Sulfuric acid). The solvent is O (water), O (water). Conditions: temperature 5 celsius. Yields the product [N+](=O)([O-])C1=C(C=CC(=C1)C(F)(F)F)N=NC1=C(C(=CC(=C1)C(CC(C)(C)C)(C)C)C(C)(C1=CC=CC=C1)C)O (2-(2-nitro-4-trifluoromethyl-phenylazo)-6-(1-methyl-1-phenyl-ethyl)-4-(1,1,3,3-tetramethyl-butyl)-phenol). The yield is 77.0%. RXN SMILES: [F:1][C:2]([F:14])([F:13])[C:3]1[CH:9]=[CH:8][C:6]([NH2:7])=[C:5]([N+:10]([O-:12])=[O:11])[CH:4]=1.[C:15]([C:24]1[CH:29]=[C:28]([C:30]([CH2:33][C:34]([CH3:37])([CH3:36])[CH3:35])([CH3:32])[CH3:31])[CH:27]=[CH:26][C:25]=1[OH:38])([C:18]1[CH:23]=[CH:22][CH:21]=[CH:20][CH:19]=1)([CH3:17])[CH3:16].S(=O)(=O)(O)O.[N:44](OS(=O)(=O)O)=O>O>[N+:10]([C:5]1[CH:4]=[C:3]([C:2]([F:13])([F:14])[F:1])[CH:9]=[CH:8][C:6]=1[N:7]=[N:44][C:26]1[CH:27]=[C:28]([C:30]([CH3:31])([CH3:32])[CH2:33][C:34]([CH3:37])([CH3:36])[CH3:35])[CH:29]=[C:24]([C:15]([CH3:17])([C:18]2[CH:19]=[CH:20][CH:21]=[CH:22][CH:23]=2)[CH3:16])[C:25]=1[OH:38])([O-:12])=[O:11]. Reported procedure: To a 1 L lab flask are added 54.6 g (0.26 mol, 99.9%) of 4-trifluoromethyl-2-nitroaniline, PETROSUL H-60 (5.3 g dissolved in 121.4 g water), 2-cumyl-4-tert-octylphenol (80.9 g, 0.25 mol, 92.5%) and ligroine (241.7 g, bp 90-110° C.). Sulfuric acid (32.7 g, 93%) is charged to the reactor with stirring. The reaction mass is cooled to 5° C. Nitrosylsulfuric acid (94.4 g, 0.30 mol, 40% in sulfuric acid) and water (84.5 g) are added via a peristaltic pump over 8 hours. The cooling bath is removed and ... Reactants: COC=1C=CC=C2CCC(CC12)NCCC (racemic N-(8-methoxytetralin-2-yl)-N-propylamine), (L)-(−)-O,O—(R,R)-dibenzoyltartaric acid monohydrate. Solvent: CCO (EtOH), CCO (EtOH). Run at time 10 minute. The product is COC=1C=CC=C2CC[C@H](CC12)NCCC ((R)—N-(8-methoxytetralin-2-yl)-N-propylamine). As a reaction SMILES: [CH3:1][O:2][C:3]1[CH:4]=[CH:5][CH:6]=[C:7]2[C:12]=1[CH2:11][CH:10]([NH:13][CH2:14][CH2:15][CH3:16])[CH2:9][CH2:8]2>CCO>[CH3:1][O:2][C:3]1[CH:4]=[CH:5][CH:6]=[C:7]2[C:12]=1[CH2:11][C@H:10]([NH:13][CH2:14][CH2:15][CH3:16])[CH2:9][CH2:8]2. Reported procedure: Alternatively, to a solution of 160 mg (0.72 mmol) racemic N-(8-methoxytetralin-2-yl)-N-propylamine (A2-1: R═OMe) (as the free base) in 1.0 mL EtOH were added a solution of 270 mg (0.72 mmol) of (L)-(−)-O,O—(R,R)-dibenzoyltartaric acid monohydrate in 2.0 mL EtOH and stirred for 10 min at room temperature to get a fine white precipitate, which was filtered, washed with cold ethanol and suspended in 10% (v/v) aqueous KOH. After the extraction of the aqueous layer with methylenchloride for four tim... Reactants: C1=CC=CC=C1 (benzene), C(CCCCCCCCCCCCCCCCCCCCC)O (docosanol), C(CCCCCCCCCCCCCCCCCCCCC)(=O)O (docosanoic acid), C1(=CC=C(C=C1)S(=O)(=O)O)C (p-toluenesulfonic acid). The solvent is O (water), O (water). The product is ester, C(CCCCCCCCCCCCCCCCCCCCC)(=O)OCCCCCCCCCCCCCCCCCCCCCC (behenyl behenate). As a reaction SMILES: C1C=CC=CC=1.[CH2:7]([OH:29])[CH2:8][CH2:9][CH2:10][CH2:11][CH2:12][CH2:13][CH2:14][CH2:15][CH2:16][CH2:17][CH2:18][CH2:19][CH2:20][CH2:21][CH2:22][CH2:23][CH2:24][CH2:25][CH2:26][CH2:27][CH3:28].[C:30](O)(=[O:52])[CH2:31][CH2:32][CH2:33][CH2:34][CH2:35][CH2:36][CH2:37][CH2:38][CH2:39][CH2:40][CH2:41][CH2:42][CH2:43][CH2:44][CH2:45][CH2:46][CH2:47][CH2:48][CH2:49][CH2:50][CH3:51].C1(C)C=CC(S(O)(=O)=O)=CC=1>O>[C:7]([O:52][CH2:30][CH2:31][CH2:32][CH2:33][CH2:34][CH2:35][CH2:36][CH2:37][CH2:38][CH2:39][CH2:40][CH2:41][CH2:42][CH2:43][CH2:44][CH2:45][CH2:46][CH2:47][CH2:48][CH2:49][CH2:50][CH3:51])(=[O:29])[CH2:8][CH2:9][CH2:10][CH2:11][CH2:12][CH2:13][CH2:14][CH2:15][CH2:16][CH2:17][CH2:18][CH2:19][CH2:20][CH2:21][CH2:22][CH2:23][CH2:24][CH2:25][CH2:26][CH2:27][CH3:28]. Reported procedure: 300 parts by mol of benzene, 200 parts by mol of docosanol (behenyl alcohol), 200 parts by mol of docosanoic acid (behenic acid), and further 10 parts by mol of p-toluenesulfonic acid were added to a reactor equipped with a Dimroth condenser, a Dean-Stark water separator and a thermometer, and sufficiently stirred and dissolved, and thereafter refluxed for 6 hours; and thereafter, a valve of the water separator was opened and azeotropic distillation was carried out. After the azeotropic distilla...